Dataset: the Open Reaction Database (ORD), a public repository of structured organic reaction records. Task: describe an organic reaction: reactants, conditions, products, and yield The product is C1(CC=2C(C(N1)=O)=CC=CC2)=O (homophthalimide). As a reaction SMILES: [C:1]1(=O)[O:7][C:5](=[O:6])[C:4]2=[CH:8][CH:9]=[CH:10][CH:11]=[C:3]2[CH2:2]1.[NH2:13]C(N)=O>O>[C:1]1(=[O:7])[NH:13][C:5](=[O:6])[C:4]2=[CH:8][CH:9]=[CH:10][CH:11]=[C:3]2[CH2:2]1. The solvent is O (water). Procedure: Homophthalic anhydride (20 g) and urea (60 g) were reacted at 170° C. for 1 hr. The reaction mixture was cooled, water (500 ml) was added thereto, and then the resulting precipitates were collected by filtration. The precipitate were washed with water and dried in hot air, to give 10.5 g of homophthalimide as a white powder. Yield: 52.8%. Reactants: C1(CC=2C(C(=O)O1)=CC=CC2)=O (Homophthalic anhydride), NC(=O)N (urea). The reactants are CC(C)(C1=CC(=CC(=C1)Cl)Cl)N (1-Methyl-1-(3,5-dichlorophenyl)ethylamine), C=O (formalin), C([O-])(O)=O.[Na+] (sodium bicarbonate). Yields the product C=NC(C)(C1=CC(=CC(=C1)Cl)Cl)C (N-methylene-1-methyl-1-(3,5-dichloro-phenyl)ethylamine). Reaction SMILES: [CH3:1][C:2]([NH2:12])([C:4]1[CH:9]=[C:8]([Cl:10])[CH:7]=[C:6]([Cl:11])[CH:5]=1)[CH3:3].C=O.[C:15](=O)(O)[O-].[Na+]>>[CH2:15]=[N:12][C:2]([CH3:1])([C:4]1[CH:9]=[C:8]([Cl:10])[CH:7]=[C:6]([Cl:11])[CH:5]=1)[CH3:3] |f:2.3|. Reported procedure: 1-Methyl-1-(3,5-dichlorophenyl)ethylamine (7.5 g) was gradually added to formalin (37% aqueous HCHO solution) (4.6 g) at room temperature. This mixture was subjected as it is to reaction for 7 hours. A saturated sodium bicarbonate solution was added to the reaction mixture, the resultant was extracted with ether and this organic layer was washed with saturated saline solution, and then dried over anhydrous sodium sulfate. The solvent was removed by evaporation under reduced pressure to obtain 8.... Reactants: ClC1=CC=C2C(=CNC2=C1)C(=O)N1CCN(CC1)C1=C(C=CC=C1)OC ((6-chloro-1H-indol-3-yl)-[4-(2-methoxy-phenyl)-piperazin-1-yl]-methanone), ClCC(=O)N1CCN(CC1)C (2-chloro-1-(4-methyl-piperazin-1-yl)-ethanone). Product: ClC1=CC=C2C(=CN(C2=C1)CC(=O)N1CCN(CC1)C)C(=O)N1CCN(CC1)C1=C(C=CC=C1)OC (2-{6-Chloro-3-[4-(2-methoxy-phenyl)-piperazine-1-carbonyl]-indol-1-yl}-1-(4-methyl-piperazin-1-yl)-ethanone). RXN SMILES: [Cl:1][C:2]1[CH:10]=[C:9]2[C:5]([C:6]([C:11]([N:13]3[CH2:18][CH2:17][N:16]([C:19]4[CH:24]=[CH:23][CH:22]=[CH:21][C:20]=4[O:25][CH3:26])[CH2:15][CH2:14]3)=[O:12])=[CH:7][NH:8]2)=[CH:4][CH:3]=1.Cl[CH2:28][C:29]([N:31]1[CH2:36][CH2:35][N:34]([CH3:37])[CH2:33][CH2:32]1)=[O:30]>>[Cl:1][C:2]1[CH:10]=[C:9]2[C:5]([C:6]([C:11]([N:13]3[CH2:18][CH2:17][N:16]([C:19]4[CH:24]=[CH:23][CH:22]=[CH:21][C:20]=4[O:25][CH3:26])[CH2:15][CH2:14]3)=[O:12])=[CH:7][N:8]2[CH2:28][C:29]([N:31]2[CH2:36][CH2:35][N:34]([CH3:37])[CH2:33][CH2:32]2)=[O:30])=[CH:4][CH:3]=1. Procedure: Following general procedure II, the alkylation of (6-chloro-1H-indol-3-yl)-[4-(2-methoxy-phenyl)-piperazin-1-yl]-methanone (preparation described herein), with (commercially available) 2-chloro-1-(4-methyl-piperazin-1-yl)-ethanone gave the title compound. Reactants: C(C1=CC=CC=C1)OC1=CC=C(C=C1)O (4-benzyloxyphenol), [H-].[Na+] (sodium hydride), ClC1=NC2=CC=CC=C2N=C1C (2-chloro-3-methylquinoxaline), ice water, [H][H] (hydrogen). Solvent: CN(C=O)C (dimethylformamide), CN(C=O)C (dimethylformamide). Conditions: temperature 125 celsius, time 8 hour. Product: C(C1=CC=CC=C1)OC1=CC=C(OC2=NC3=CC=CC=C3N=C2C)C=C1 (2-(4-Benzyloxyphenoxy)-3-methylquinoxaline). Yield: 75.7%. As a reaction SMILES: [CH2:1]([O:8][C:9]1[CH:14]=[CH:13][C:12]([OH:15])=[CH:11][CH:10]=1)[C:2]1[CH:7]=[CH:6][CH:5]=[CH:4][CH:3]=1.[H-].[Na+].[H][H].Cl[C:21]1[C:30]([CH3:31])=[N:29][C:28]2[C:23](=[CH:24][CH:25]=[CH:26][CH:27]=2)[N:22]=1>CN(C)C=O>[CH2:1]([O:8][C:9]1[CH:10]=[CH:11][C:12]([O:15][C:21]2[C:30]([CH3:31])=[N:29][C:28]3[C:23](=[CH:24][CH:25]=[CH:26][CH:27]=3)[N:22]=2)=[CH:13][CH:14]=1)[C:2]1[CH:3]=[CH:4][CH:5]=[CH:6][CH:7]=1 |f:1.2|. Procedure: In a nitrogen atmosphere, a solution of 28.0 g (0.14 mole) 4-benzyloxyphenol in 50 cc dimethylformamide was added dropwise at about 15° C. to 6.0 g (0.14 mole) 57% sodium hydride in 25 cc dimethylformamide. When the evolution of hydrogen ceased, 25.0 g (0.14 mole) 2-chloro-3-methylquinoxaline was added and the reaction mixture was heated at 125° C. for about 2 hours. After standing overnight at room temperature, the reaction mixture was poured into ice-water (~500 cc). The solid product was filt... Reactants: CC1CN(c2ncc(CO)cc2C(F)(F)F)CCN1c1nc2c(-c3ccc(C(F)(F)F)cc3)cc(C(F)(F)F)cc2[nH]1, O=[Mn]=O. Product: CC1CN(c2ncc(C=O)cc2C(F)(F)F)CCN1c1nc2cc(C(F)(F)F)cc(-c3ccc(C(F)(F)F)cc3)c2[nH]1. As a reaction SMILES: [CH3:1][CH:2]1[CH2:3][N:4]([c:31]2[c:32]([C:39]([F:40])([F:41])[F:42])[cH:33][c:34]([CH2:37][OH:38])[cH:35][n:36]2)[CH2:5][CH2:6][N:7]1[c:8]1[n:9][c:10]2[c:11]([nH:12]1)[cH:13][c:14]([C:27]([F:28])([F:29])[F:30])[cH:15][c:16]2-[c:17]1[cH:18][cH:19][c:20]([C:23]([F:24])([F:25])[F:26])[cH:21][cH:22]1.[O:43]=[Mn:44]=[O:45]>>[CH3:1][CH:2]1[CH2:3][N:4]([c:31]2[c:32]([C:39]([F:40])([F:41])[F:42])[cH:33][c:34]([CH:37]=[O:38])[cH:35][n:36]2)[CH2:5][CH2:6][N:7]1[c:8]1[nH:9][c:10]2[c:11]([n:12]1)[cH:13][c:14]([C:27]([F:28])([F:29])[F:30])[cH:15][c:16]2-[c:17]1[cH:18][cH:19][c:20]([C:23]([F:24])([F:25])[F:26])[cH:21][cH:22]1. Starting materials: CN(C)C1CC=C(c2c[nH]c3ccc(N)cc23)CC1, CSC(=N)c1cccs1, CCO, I. Yields the product CN(C)C1CC=C(c2c[nH]c3ccc(NC(=N)c4cccs4)cc23)CC1. RXN SMILES: [CH3:1][N:2]([CH:3]1[CH2:4][CH:5]=[C:6]([c:9]2[cH:10][nH:11][c:12]3[cH:13][cH:14][c:15]([NH2:18])[cH:16][c:17]23)[CH2:7][CH2:8]1)[CH3:19].[CH3:21][S:22][C:23](=[NH:24])[c:25]1[s:26][cH:27][cH:28][cH:29]1.[CH3:30][CH2:31][OH:32].[IH:20]>>[CH3:1][N:2]([CH:3]1[CH2:4][CH:5]=[C:6]([c:9]2[cH:10][nH:11][c:12]3[cH:13][cH:14][c:15]([NH:18][C:23](=[NH:24])[c:25]4[s:26][cH:27][cH:28][cH:29]4)[cH:16][c:17]23)[CH2:7][CH2:8]1)[CH3:19]. Reactants: C(C1=CC=CC=C1)NC1=CC=C(C=C1)CN1CCN(CC1)C1=CC=CC=C1 (benzyl-[4-(4-phenyl-piperazin-1-yl methyl)-phenyl)-amine), CN1C=NC(=C1)S(=O)(=O)Cl (1-methylimidazole-4-sulfonyl chloride), N1=CC=CC=C1 (pyridine). Run in ClCCl (dichloromethane). Product: C(C1=CC=CC=C1)N(S(=O)(=O)C=1N=CN(C1)C)C1=CC=C(C=C1)CN1CCN(CC1)C1=CC=CC=C1 (1-Methyl-1H-imidazole-4-sulfonic acid benzyl-[4-(4-phenyl-piperazin-1-yl methyl)-phenyl]-amide), solid. Isolated yield 55.0%. RXN SMILES: [CH2:1]([NH:8][C:9]1[CH:14]=[CH:13][C:12]([CH2:15][N:16]2[CH2:21][CH2:20][N:19]([C:22]3[CH:27]=[CH:26][CH:25]=[CH:24][CH:23]=3)[CH2:18][CH2:17]2)=[CH:11][CH:10]=1)[C:2]1[CH:7]=[CH:6][CH:5]=[CH:4][CH:3]=1.[CH3:28][N:29]1[CH:33]=[C:32]([S:34](Cl)(=[O:36])=[O:35])[N:31]=[CH:30]1.N1C=CC=CC=1>ClCCl>[CH2:1]([N:8]([C:9]1[CH:14]=[CH:13][C:12]([CH2:15][N:16]2[CH2:21][CH2:20][N:19]([C:22]3[CH:27]=[CH:26][CH:25]=[CH:24][CH:23]=3)[CH2:18][CH2:17]2)=[CH:11][CH:10]=1)[S:34]([C:32]1[N:31]=[CH:30][N:29]([CH3:28])[CH:33]=1)(=[O:36])=[O:35])[C:2]1[CH:3]=[CH:4][CH:5]=[CH:6][CH:7]=1. Procedure: A solution of benzyl-[4-(4-phenyl-piperazin-1-yl methyl)-phenyl)-amine (30 mg, 0.08 mmol), 1-methylimidazole-4-sulfonyl chloride (51 mg, 0.27 mmol) and pyridine (24 μl, 0.30 mmol) in dry dichloromethane (2 ml) were heated to reflux for 15 h. The reaction mixture was cooled to room temperature and concentrated in vacuo. The crude residue was purified by column chromatography (5% methanol in dichloromethane) to afford the title compound as an off white solid (22 mg, 55%). HPLC retention time 7.04 ... The reactants are CI, CN(C)C=O, [H-], [Na+], CCOC(=O)c1ccc(CC(=O)NC(c2ccccc2)c2cc(O)ccc2N2CCCCC2)cc1. The product is CCOC(=O)c1ccc(CC(=O)NC(c2ccccc2)c2cc(OC)ccc2N2CCCCC2)cc1. RXN SMILES: [CH3:38][I:39].[CH3:40][N:41]([CH3:42])[CH:43]=[O:44].[H-:36].[Na+:37].[OH:1][c:2]1[cH:3][cH:4][c:5]([N:30]2[CH2:31][CH2:32][CH2:33][CH2:34][CH2:35]2)[c:6]([CH:7]([c:8]2[cH:9][cH:10][cH:11][cH:12][cH:13]2)[NH:14][C:15](=[O:16])[CH2:17][c:18]2[cH:19][cH:20][c:21]([C:22](=[O:23])[O:24][CH2:25][CH3:26])[cH:27][cH:28]2)[cH:29]1>>[O:1]([c:2]1[cH:3][cH:4][c:5]([N:30]2[CH2:31][CH2:32][CH2:33][CH2:34][CH2:35]2)[c:6]([CH:7]([c:8]2[cH:9][cH:10][cH:11][cH:12][cH:13]2)[NH:14][C:15](=[O:16])[CH2:17][c:18]2[cH:19][cH:20][c:21]([C:22](=[O:23])[O:24][CH2:25][CH3:26])[cH:27][cH:28]2)[cH:29]1)[CH3:38]. Reactants: COC(OC)c1ccc(Br)nc1, C1CCOC1, [Li]CCCC, CCCCCC, CN(C)C=O, O. Yields the product COC(OC)c1ccc(C=O)nc1. Reaction SMILES: [Br:6][c:7]1[n:8][cH:9][c:10]([CH:13]([O:14][CH3:15])[O:16][CH3:17])[cH:11][cH:12]1.[CH2:29]1[O:30][CH2:31][CH2:32][CH2:33]1.[CH3:1][CH2:2][CH2:3][CH2:4][Li:5].[CH3:23][CH2:24][CH2:25][CH2:26][CH2:27][CH3:28].[O:18]=[CH:19][N:20]([CH3:21])[CH3:22].[OH2:34]>>[c:7]1([CH:19]=[O:18])[n:8][cH:9][c:10]([CH:13]([O:14][CH3:15])[O:16][CH3:17])[cH:11][cH:12]1. Reactants: CC([C@@H](C(=O)NC)NC(=O)N1N=C(C=2CN(CCC21)C)C2=C(C=C(C(=C2)F)F)F)(C)C ((S)-N-(3,3-dimethyl-1-(methylamino)-1-oxobutan-2-yl)-5-methyl-3-(2,4,5-trifluorophenyl)-4,5,6,7-tetrahydro-1H-pyrazolo[4,3-c]pyridine-1-carboxamide), N[C@H](C(=O)NCCO)C(C)(C)C ((S)-2-amino-N-(2-hydroxyethyl)-3,3-dimethylbutanamide). Product: OCCNC([C@H](C(C)(C)C)NC(=O)N1N=C(C=2CN(CCC21)C)C2=C(C=C(C(=C2)F)F)F)=O ((S)-N-(1-(2-hydroxyethylamino)-3,3-dimethyl-1-oxobutan-2-yl)-5-methyl-3-(2,4,5-trifluorophenyl)-4,5,6,7-tetrahydro-1H-pyrazolo[4,3-c]pyridine-1-carboxamide). Reaction SMILES: [CH3:1][C:2]([CH3:31])([CH3:30])[C@H:3]([NH:8][C:9]([N:11]1[C:19]2[CH2:18][CH2:17][N:16]([CH3:20])[CH2:15][C:14]=2[C:13]([C:21]2[CH:26]=[C:25]([F:27])[C:24]([F:28])=[CH:23][C:22]=2[F:29])=[N:12]1)=[O:10])[C:4]([NH:6][CH3:7])=[O:5].N[C@@H](C(C)(C)C)[C:34](NCCO)=[O:35]>>[OH:35][CH2:34][CH2:7][NH:6][C:4](=[O:5])[C@@H:3]([NH:8][C:9]([N:11]1[C:19]2[CH2:18][CH2:17][N:16]([CH3:20])[CH2:15][C:14]=2[C:13]([C:21]2[CH:26]=[C:25]([F:27])[C:24]([F:28])=[CH:23][C:22]=2[F:29])=[N:12]1)=[O:10])[C:2]([CH3:31])([CH3:30])[CH3:1]. Procedure: Compound 40 was prepared according to the procedure described for the synthesis of compound 37 by replacing tert-leucine methyl amide with intermediate 23. 1H NMR (CDCl3) δ 7.87 (d, J=9.2 Hz, 1H), 7.47-7.53 (m, 1H), 6.98-7.05 (m, 1H), 6.81 (br, 1H), 4.21 (d, J=9.2 Hz, 1H), 3.69 (br, 2H), 3.39-3.43 (m, 4H), 3.17 (br, 2H), 2.74 (t, J=5.9 Hz, 2H), 2.46 (s, 3H), 1.08 (s, 9H). LCMS (+ESI) m/z=468 [M+H]+.